Task: describe an organic reaction: reactants, conditions, products, and yield. Dataset: the Open Reaction Database (ORD), a public repository of structured organic reaction records Starting materials: C(C)(C)(C)N.C(C)(C)(C)OC(=O)N1[C@@H](CC(CC1)=O)C(=O)O ((S)-4-oxo-piperidine-1,2-dicarboxylic acid 1-tert-butyl ester tert-butylamine salt), C(CC)P1(OP(OP(O1)(=O)CCC)(=O)CCC)=O (T3P), CC=1C=CC(=C(C(=O)O)C1)C1=NC=CC=N1 (5-methyl-2-(pyrimidin-2-yl)benzoic acid), intermediate 34, CCN(C(C)C)C(C)C (DIPEA), C(Cl)Cl (DCM). Product: ClC=1C=CC(=NC1)NC[C@@H]1CC2(CC2)CCN1C(=O)C1=C(C=CC(=C1)C)C1=NC=CC=N1 ((S)-(5-(((5-chloropyridin-2-yl)amino)methyl)-6-azaspiro[2.5]octan-6-yl)(5-methyl-2-(pyrimidin-2-yl)phenyl)methanone). As a reaction SMILES: [C:1]([NH2:5])([CH3:4])(C)C.C(OC([N:13]1CC[C:16](=O)[CH2:15][C@H:14]1C(O)=O)=O)(C)(C)C.[CH3:23][C:24]1[CH:25]=[CH:26][C:27]([C:33]2[N:38]=[CH:37][CH:36]=[CH:35][N:34]=2)=[C:28]([CH:32]=1)[C:29]([OH:31])=O.CC[N:41]([CH:45]([CH3:47])C)[CH:42]([CH3:44])[CH3:43].C(P1(=O)OP(CCC)(=O)OP([CH2:62][CH2:63][CH3:64])(=O)O1)CC.C(Cl)[Cl:67]>>[Cl:67][C:15]1[CH:16]=[CH:4][C:1]([NH:5][CH2:44][C@H:42]2[N:41]([C:29]([C:28]3[CH:32]=[C:24]([CH3:23])[CH:25]=[CH:26][C:27]=3[C:33]3[N:38]=[CH:37][CH:36]=[CH:35][N:34]=3)=[O:31])[CH2:45][CH2:47][C:62]3([CH2:63][CH2:64]3)[CH2:43]2)=[N:13][CH:14]=1 |f:0.1|. Procedure details: Alternatively Compound 13 was obtained by the following procedure: 5-methyl-2-(pyrimidin-2-yl)benzoic acid (428 mg, 2 mmol; prepared according to WO 2008147518), intermediate 34 (500 mg, 2 mmol) and DIPEA (0.65 ml) were dissolved in DCM (5 ml) at 0° C., then T3P (50% in DCM, 1.5 g) was added. The mixture is stirred at reflux for 8 hours then at RT overnight. The reaction was washed with NaOH 1M and water, dried (Na2SO4) and evaporated. The crude was purified by silica gel column chromatography (... Reactants: NCC=1C=CC(=C(C1)C=1NC(N(N1)C1=CC(=C(C=C1)C)Cl)=O)Cl (5-(5-(aminomethyl)-2-chlorophenyl)-2-(3-chloro-4-methylphenyl)-2H-1,2,4-triazol-3(4H)-one), C(C(C)(C)C)(=O)Cl (pivaloyl chloride), CCN(C(C)C)C(C)C (DIPEA). The solvent is C1CCOC1 (THF). Product: ClC1=C(C=C(CNC(C(C)(C)C)=O)C=C1)C1=NN(C(N1)=O)C1=CC(=C(C=C1)C)Cl (N-(4-Chloro-3-(1-(3-chloro-4-methylphenyl)-4,5-dihydro-5-oxo-1H-1,2,4-triazol-3-yl)benzyl)pivalamide). Yield: 46.2%. RXN SMILES: [NH2:1][CH2:2][C:3]1[CH:4]=[CH:5][C:6]([Cl:23])=[C:7]([C:9]2[NH:10][C:11](=[O:22])[N:12]([C:14]3[CH:19]=[CH:18][C:17]([CH3:20])=[C:16]([Cl:21])[CH:15]=3)[N:13]=2)[CH:8]=1.[C:24](Cl)(=[O:29])[C:25]([CH3:28])([CH3:27])[CH3:26].CCN(C(C)C)C(C)C>C1COCC1>[Cl:23][C:6]1[CH:5]=[CH:4][C:3]([CH2:2][NH:1][C:24](=[O:29])[C:25]([CH3:28])([CH3:27])[CH3:26])=[CH:8][C:7]=1[C:9]1[NH:10][C:11](=[O:22])[N:12]([C:14]2[CH:19]=[CH:18][C:17]([CH3:20])=[C:16]([Cl:21])[CH:15]=2)[N:13]=1. Reported procedure: The title compound was prepared according to the procedure described in Example-108 by using 5-(5-(aminomethyl)-2-chlorophenyl)-2-(3-chloro-4-methylphenyl)-2H-1,2,4-triazol-3(4H)-one (Intermediate-93, 0.350 g, 1.00 mmol), pivaloyl chloride (0.128 g, 1.0 mmol), DIPEA (2.0 mL), dry THF (10 mL) to afford 0.200 g of the desired product. 1H NMR (300 MHz, DMSO c/6): δ 1.13 (s, 9H), 2.34 (s, 3H), 4.29 (d, J=6.3 Hz, 2H), 7.39-7.47 (m, 2H), 7.58-7.61 (m, 2H), 7.82 (d, J=8.7 Hz, 1H), 8.01 (s, 1H), 8.18 (t... The reactants are C1(=CC=CC=C1)[C@H]1NC(OC1(C)C)=O ((R)-4-Phenyl-5,5-dimethyloxazolidin-2-one), C(CCC)[Li] (butyllithium), C(\C=C\C)(=O)Cl (crotonyl chloride), C(C)(=O)OCC (ethyl acetate). Solvent: O1CCCC1 (tetrahydrofuran). Conditions: time 2 hour. The product is C(\C=C\C)(=O)N1C(OC([C@H]1C1=CC=CC=C1)(C)C)=O ((4R)-3-[2(E)-butenoyl]-4-phenyl-5,5-dimethyloxazolidin-2-one). Isolated yield 99.3%. RXN SMILES: [C:1]1([C@@H:7]2[C:11]([CH3:13])([CH3:12])[O:10][C:9](=[O:14])[NH:8]2)[CH:6]=[CH:5][CH:4]=[CH:3][CH:2]=1.C([Li])CCC.[C:20](Cl)(=[O:24])/[CH:21]=[CH:22]/[CH3:23].C(OCC)(=O)C>O1CCCC1>[C:20]([N:8]1[C@H:7]([C:1]2[CH:2]=[CH:3][CH:4]=[CH:5][CH:6]=2)[C:11]([CH3:12])([CH3:13])[O:10][C:9]1=[O:14])(=[O:24])/[CH:21]=[CH:22]/[CH3:23]. Procedure: Reaction of the auxiliary (15) (0.416 g, 2.19 mmol) in solution in tetrahydrofuran (10 ml) at -78° C. with butyllithium (1.3M, 1.69 ml, 2.20 mmol) and crotonyl chloride (0.229 ml, 2.40 mmol) for 30 minutes and then at room temperature for 2 hours, with work-up and flash column chromatography using 20% ethyl acetate/40-60 petroleum ether as eluant furnished the title compound (25) as a solid (0.564 g, 100%) ; mp 104° C.; νmax (CDCl3) 1687 and 1769 cm-1 ; [α]D24 (c 1 in CDCl3)=-82.6; (Found: C, 69... Reactants: O=C1Cc2ccc(Br)cc2N1, ClCCl, CCO, Cc1ccccc1, CCOC(C)=O, [Na+], [Na+], O=C([O-])[O-], c1ccc(P(c2ccccc2)(c2ccccc2)[Pd](P(c2ccccc2)(c2ccccc2)c2ccccc2)(P(c2ccccc2)(c2ccccc2)c2ccccc2)P(c2ccccc2)(c2ccccc2)c2ccccc2)cc1, OB(O)c1ccsc1. The product is O=C1Cc2ccc(-c3ccsc3)cc2N1. RXN SMILES: [Br:1][c:2]1[cH:3][cH:4][c:5]2[c:9]([cH:10]1)[NH:8][C:7](=[O:11])[CH2:6]2.[CH2:119]([Cl:120])[Cl:121].[CH3:12][CH2:13][OH:14].[CH3:29][c:30]1[cH:31][cH:32][cH:33][cH:34][cH:35]1.[CH3:36][CH2:37][O:38][C:39](=[O:40])[CH3:41].[Na+:15].[Na+:16].[O-:17][C:18](=[O:19])[O-:20].[cH:42]1[cH:43][cH:44][c:45]([P:46]([Pd:47]([P:48]([c:49]2[cH:50][cH:51][cH:52][cH:53][cH:54]2)([c:55]2[cH:56][cH:57][cH:58][cH:59][cH:60]2)[c:61]2[cH:62][cH:63][cH:64][cH:65][cH:66]2)([P:67]([c:68]2[cH:69][cH:70][cH:71][cH:72][cH:73]2)([c:74]2[cH:75][cH:76][cH:77][cH:78][cH:79]2)[c:80]2[cH:81][cH:82][cH:83][cH:84][cH:85]2)[P:86]([c:87]2[cH:88][cH:89][cH:90][cH:91][cH:92]2)([c:93]2[cH:94][cH:95][cH:96][cH:97][cH:98]2)[c:99]2[cH:100][cH:101][cH:102][cH:103][cH:104]2)([c:105]2[cH:106][cH:107][cH:108][cH:109][cH:110]2)[c:111]2[cH:112][cH:113][cH:114][cH:115][cH:116]2)[cH:117][cH:118]1.[s:21]1[cH:22][c:23]([B:26]([OH:27])[OH:28])[cH:24][cH:25]1>>[c:2]1(-[c:23]2[cH:22][s:21][cH:25][cH:24]2)[cH:3][cH:4][c:5]2[c:9]([cH:10]1)[NH:8][C:7](=[O:11])[CH2:6]2. Starting materials: [OH-].[Na+] (Sodium hydroxide), ClC=1C=C(C=NC1OC(C)C)C1=NC(=NO1)C1=CC=C2C(=CNC2=C1)CCC(=O)OCC (Ethyl 3-[6-(5-{5-chloro-6-[(1-methylethyl)oxy]-3-pyridinyl}-1,2,4-oxadiazol-3-yl)-1H-indol-3-yl]propanoate), Cl (HCl). Run in CC(C)O (iPrOH), O (water). Reaction conditions: temperature 70 celsius. Yields the product ClC=1C=C(C=NC1OC(C)C)C1=NC(=NO1)C1=CC=C2C(=CNC2=C1)CCC(=O)O (3-[6-(5-{5-chloro-6-[(1-methylethyl)oxy]-3-pyridinyl}-1,2,4-oxadiazol-3-yl)-1H-indol-3-yl]propanoic acid). Isolated yield 53.3%. As a reaction SMILES: [OH-].[Na+].[Cl:3][C:4]1[CH:5]=[C:6]([C:14]2[O:18][N:17]=[C:16]([C:19]3[CH:27]=[C:26]4[C:22]([C:23]([CH2:28][CH2:29][C:30]([O:32]CC)=[O:31])=[CH:24][NH:25]4)=[CH:21][CH:20]=3)[N:15]=2)[CH:7]=[N:8][C:9]=1[O:10][CH:11]([CH3:13])[CH3:12].Cl>CC(O)C.O>[Cl:3][C:4]1[CH:5]=[C:6]([C:14]2[O:18][N:17]=[C:16]([C:19]3[CH:27]=[C:26]4[C:22]([C:23]([CH2:28][CH2:29][C:30]([OH:32])=[O:31])=[CH:24][NH:25]4)=[CH:21][CH:20]=3)[N:15]=2)[CH:7]=[N:8][C:9]=1[O:10][CH:11]([CH3:13])[CH3:12] |f:0.1|. Procedure details: Sodium hydroxide (40 mg) was added to a solution of ethyl 3-[6-(5-{5-chloro-6-[(1-methylethyl)oxy]-3-pyridinyl}-1,2,4-oxadiazol-3-yl)-1H-indol-3-yl]propanoate (D108) (300 mg) in iPrOH (10 mL) and water (10 mL). The resulting mixture was heated at 70° C. for 40 mins. Then 0.5 M HCl solution was added until pH was about 6. The solvent was concentrated, and the residue was dissolved in water. The precipitated solid was purified by Mass Directed Auto Prep to afford 3-[6-(5-{5-chloro-6-[(1-methylethy... Procedure: A mixture of t-butanol (167 mg, 1.05 eq), 1,1,1-triacetoxy-2,1-benoxiodol-3(3H)-one (954 mg, 1.05 eq) and dry methylene chloride (8 ml) was stirred under argon at room temperature for 15 minutes. The mixture was then treated with a solution of (1S)-[3-hydroxy-2-[[(4-methoxyphenyl)methyl]thio]-1-(phenylmethyl)propyl]carbamic acid, 1,1-dimethylethyl ester (890 mg, 2.14 mmol) and dichloromethane (8 ml). After stirring for 15 minutes, the reaction was diluted with ether and poured into 1N sodium bic... Reaction SMILES: C(O)(C)(C)C.[OH:6][CH2:7][CH:8]([S:25][CH2:26][C:27]1[CH:32]=[CH:31][C:30]([O:33][CH3:34])=[CH:29][CH:28]=1)[C@@H:9]([NH:17][C:18](=[O:24])[O:19][C:20]([CH3:23])([CH3:22])[CH3:21])[CH2:10][C:11]1[CH:16]=[CH:15][CH:14]=[CH:13][CH:12]=1.C(=O)(O)[O-].[Na+].S([O-])([O-])(=O)=S.[Na+].[Na+]>CCOCC.ClCCl>[O:6]=[CH:7][CH:8]([S:25][CH2:26][C:27]1[CH:32]=[CH:31][C:30]([O:33][CH3:34])=[CH:29][CH:28]=1)[C@@H:9]([NH:17][C:18](=[O:24])[O:19][C:20]([CH3:21])([CH3:22])[CH3:23])[CH2:10][C:11]1[CH:12]=[CH:13][CH:14]=[CH:15][CH:16]=1 |f:2.3,4.5.6|. Yields the product O=CC([C@H](CC1=CC=CC=C1)NC(OC(C)(C)C)=O)SCC1=CC=C(C=C1)OC ((1S)-[3-Oxo- 2-[[(4-methoxyphenyl)methyl]thio]1-(phenylmethyl)propyl]carbamic acid, 1,1-dimethylethyl ester). Starting materials: OCC([C@H](CC1=CC=CC=C1)NC(OC(C)(C)C)=O)SCC1=CC=C(C=C1)OC ((1S)-[3-hydroxy-2-[[(4-methoxyphenyl)methyl]thio]-1-(phenylmethyl)propyl]carbamic acid, 1,1-dimethylethyl ester), C(C)(C)(C)O (t-butanol), 1,1,1-triacetoxy-2,1-benoxiodol-3(3H), C([O-])(O)=O.[Na+] (sodium bicarbonate), S(=S)(=O)([O-])[O-].[Na+].[Na+] (sodium thiosulfate). Solvent: ClCCl (dichloromethane), C(Cl)Cl (methylene chloride), CCOCC (ether). Conditions: time 15 minute. The reactants are FC=1C=C(C=CC1)[C@@H]1[C@H](CN(C1)C(=O)OC(C)(C)C)C(=O)[O-] (tert-butyl(3R,4S)-4-(3-fluoro-phenyl)-pyrrolidine-1,3-dicarboxylate), ClCCCl (DCE), CCN(C(C)C)C(C)C (DIEA), NC1=C2C=CC=NC2=C(C=C1)C(=O)N (5-aminoquinoline-8-carboxamide). Conditions: time 15 minute. Product: C(N)(=O)C=1C=CC(=C2C=CC=NC12)NC(=O)C1CN(C[C@@H]1C1=CC(=CC=C1)F)C(=O)OC(C)(C)C ((4S)-tert-butyl 3-((8-carbamoylquinolin-5-yl)carbamoyl)-4-(3-fluorophenyl)pyrrolidine-1-carboxylate). RXN SMILES: [F:1][C:2]1[CH:3]=[C:4]([C@H:8]2[CH2:12][N:11]([C:13]([O:15][C:16]([CH3:19])([CH3:18])[CH3:17])=[O:14])[CH2:10][C@@H:9]2[C:20]([O-:22])=O)[CH:5]=[CH:6][CH:7]=1.ClCCCl.CCN(C(C)C)C(C)C.[NH2:36][C:37]1[CH:46]=[CH:45][C:44]([C:47]([NH2:49])=[O:48])=[C:43]2[C:38]=1[CH:39]=[CH:40][CH:41]=[N:42]2>>[C:47]([C:44]1[CH:45]=[CH:46][C:37]([NH:36][C:20]([CH:9]2[C@@H:8]([C:4]3[CH:5]=[CH:6][CH:7]=[C:2]([F:1])[CH:3]=3)[CH2:12][N:11]([C:13]([O:15][C:16]([CH3:17])([CH3:18])[CH3:19])=[O:14])[CH2:10]2)=[O:22])=[C:38]2[C:43]=1[N:42]=[CH:41][CH:40]=[CH:39]2)(=[O:48])[NH2:49]. Reported procedure: To a solution of tert-butyl(3R,4S)-4-(3-fluoro-phenyl)-pyrrolidine-1,3-dicarboxylate (125.00 mg; 0.40 mmol; 1.00 eq.) in DCE (4.0 ml) bis(2-oxo-1,3-oxazolidin-3-yl)phosphinic chloride (102.87 mg; 0.40 mmol; 1.00 eq.) was added. After stirring for 15 mins at RT, DIEA (0.15 ml; 0.81 mmol; 2.00 eq.) and 5-aminoquinoline-8-carboxamide (75.65 mg; 0.40 mmol; 1.00 eq) were added. The reaction mixture was stirred overnight at 60° C. The crude was purified by prep HPLC to yield (4S)-tert-butyl 3-((8-carb... RXN SMILES: [CH:1]1([CH2:7][O:8][c:9]2[cH:10][c:11]([C:12](=[O:13])[OH:14])[cH:15][cH:16][cH:17]2)[CH2:2][CH2:3][CH2:4][CH2:5][CH2:6]1.[NH2:22][c:23]1[c:24]([S:29](=[O:30])(=[O:31])[NH2:32])[cH:25][cH:26][cH:27][cH:28]1.[S:18]([Cl:19])([Cl:20])=[O:21].[cH:33]1[cH:34][cH:35][cH:36][cH:37][cH:38]1>>[CH:1]1([CH2:7][O:8][c:9]2[cH:10][c:11]([C:12](=[O:14])[NH:22][c:23]3[c:24]([S:29](=[O:30])(=[O:31])[NH2:32])[cH:25][cH:26][cH:27][cH:28]3)[cH:15][cH:16][cH:17]2)[CH2:2][CH2:3][CH2:4][CH2:5][CH2:6]1. Reactants: O=C(O)c1cccc(OCC2CCCCC2)c1, Nc1ccccc1S(N)(=O)=O, O=S(Cl)Cl, c1ccccc1. Product: NS(=O)(=O)c1ccccc1NC(=O)c1cccc(OCC2CCCCC2)c1. Reactants: C(C)C1CN=C(C1)OC (3-ethyl-3,4-dihydro-5-methoxy-2H-pyrrole), [Cl-].[NH4+] (ammonium chloride), title material. Run in CO (MeOH). Yields the product Cl.C(C)C1CC(NC1)=N (4-ethylpyrrolidin-2-imine, monohydrochloride). As a reaction SMILES: [CH2:1]([CH:3]1[CH2:7][C:6](OC)=[N:5][CH2:4]1)[CH3:2].[Cl-:10].[NH4+:11]>CO>[ClH:10].[CH2:1]([CH:3]1[CH2:4][NH:5][C:6](=[NH:11])[CH2:7]1)[CH3:2] |f:1.2,4.5|. Procedure: The product of EXAMPLE 211 in MeOH is reacted with ammonium chloride by the method of EXAMPLE 27 to generate the title material. The reactants are CC(CC(O)C(Cc1ccccc1)NC(=O)c1cc(-c2ccccc2)cc(N2CCCC2=O)c1)C(=O)NCCC(C)(C)C, CC(C)CCC(CC(O)C(N)Cc1ccccc1)C(=O)NC1CC2CCC1C2, O=C(O)c1cc(N2CCCC2=O)cc(N2CCCC2=O)c1. The product is CC(C)CCC(CC(O)C(Cc1ccccc1)NC(=O)c1cc(N2CCCC2=O)cc(N2CCCC2=O)c1)C(=O)NC1CC2CCC1C2. Reaction SMILES: [CH2:1]([CH:2]([NH:3][C:4](=[O:5])[c:6]1[cH:7][c:8](-[c:9]2[cH:10][cH:11][cH:12][cH:13][cH:14]2)[cH:15][c:16]([N:17]2[CH2:18][CH2:19][CH2:20][C:21]2=[O:22])[cH:23]1)[CH:24]([OH:25])[CH2:26][CH:27]([C:28](=[O:29])[NH:30][CH2:31][CH2:32][C:33]([CH3:34])([CH3:35])[CH3:36])[CH3:37])[c:38]1[cH:39][cH:40][cH:41][cH:42][cH:43]1.[CH:65]12[CH:66]([NH:72][C:73]([CH:74]([CH2:75][CH:76]([CH:77]([CH2:78][c:79]3[cH:80][cH:81][cH:82][cH:83][cH:84]3)[NH2:85])[OH:86])[CH2:87][CH2:88][CH:89]([CH3:90])[CH3:91])=[O:92])[CH2:67][CH:68]([CH2:69][CH2:70]1)[CH2:71]2.[O:44]=[C:45]1[N:46]([c:50]2[cH:51][c:52]([C:53](=[O:54])[OH:55])[cH:56][c:57]([N:59]3[C:60](=[O:64])[CH2:61][CH2:62][CH2:63]3)[cH:58]2)[CH2:47][CH2:48][CH2:49]1>>[O:44]=[C:45]1[N:46]([c:50]2[cH:51][c:52]([C:53](=[O:54])[NH:85][CH:77]([CH:76]([CH2:75][CH:74]([C:73]([NH:72][CH:66]3[CH:65]4[CH2:70][CH2:69][CH:68]([CH2:67]3)[CH2:71]4)=[O:92])[CH2:87][CH2:88][CH:89]([CH3:90])[CH3:91])[OH:86])[CH2:78][c:79]3[cH:80][cH:81][cH:82][cH:83][cH:84]3)[cH:56][c:57]([N:59]3[C:60](=[O:64])[CH2:61][CH2:62][CH2:63]3)[cH:58]2)[CH2:47][CH2:48][CH2:49]1.